Dataset: the Open Reaction Database (ORD), a public repository of structured organic reaction records. Task: describe an organic reaction: reactants, conditions, products, and yield The reactants are OC(CBr)C1=NOC(=C1)C1=CC=CC=C1 (3-(1-hydroxy-2-bromoethyl)-5-phenylisoxazole), OC1CCNCC1 (4-hydroxypiperidine), C(O)([O-])=O.[Na+] (sodium hydrogen carbonate). The solvent is C(C)O (ethanol), C1=CC=CC=C1 (benzene). Conditions: temperature 70 celsius, time 5 hour. Product: OC(CN1CCC(CC1)O)C1=NOC(=C1)C1=CC=CC=C1 (3-[1-hydroxy-2-(4-hydroxypiperidino)ethyl]-5-phenylisoxazole). The yield is 62.5%. As a reaction SMILES: [OH:1][CH:2]([C:5]1[CH:9]=[C:8]([C:10]2[CH:15]=[CH:14][CH:13]=[CH:12][CH:11]=2)[O:7][N:6]=1)[CH2:3]Br.[OH:16][CH:17]1[CH2:22][CH2:21][NH:20][CH2:19][CH2:18]1.C(=O)([O-])O.[Na+]>C(O)C.C1C=CC=CC=1>[OH:1][CH:2]([C:5]1[CH:9]=[C:8]([C:10]2[CH:15]=[CH:14][CH:13]=[CH:12][CH:11]=2)[O:7][N:6]=1)[CH2:3][N:20]1[CH2:21][CH2:22][CH:17]([OH:16])[CH2:18][CH2:19]1 |f:2.3|. Procedure details: A mixture of 3-(1-hydroxy-2-bromoethyl)-5-phenylisoxazole (268 mg) and 4-hydroxypiperidine (121 mg) is dissolved in a mixture (4 ml) of 99% ethanol and benzene (1:1). To the solution is added sodium hydrogen carbonate (168 mg) and stirred at 70°C for 5 hours. After removal of the solvent, the residue is subjected to a column chromatography (silica gel,) eluted with a mixture of methylene chloride and methanol, and the crude crystals collected are recrystallized from ethyl acetate to give 3-[1-hy...